Dataset: the Open Reaction Database (ORD), a public repository of structured organic reaction records. Task: describe an organic reaction: reactants, conditions, products, and yield Starting materials: BrC1=C2C=CC=CC2=C(C2=C1SC(=C2C)CBr)C2=CC(=C(C(=C2)C)OC(C)=O)C (Acetic acid 4-(9-bromo-2-bromomethyl-3-methyl-naphtho[2,3-b]thiophen-4-yl)-2,6-dimethyl-phenyl ester), C(C)NCC (diethylamine), C([O-])([O-])=O.[K+].[K+] (potassium carbonate), CN(C=O)C (N,N-dimethylformamide). Run in O (water). Product: BrC1=C2C=CC=CC2=C(C2=C1SC(=C2C)CN(CC)CC)C2=CC(=C(C(=C2)C)OC(C)=O)C (Acetic acid 4-(9-bromo-2-diethylaminomethyl-3-methyl-naphtho[2,3-b]thiophen-4-yl)-2,6-dimethyl-phenyl ester). The yield is 94.9%. As a reaction SMILES: [Br:1][C:2]1[C:11]2[S:12][C:13]([CH2:16]Br)=[C:14]([CH3:15])[C:10]=2[C:9]([C:18]2[CH:23]=[C:22]([CH3:24])[C:21]([O:25][C:26](=[O:28])[CH3:27])=[C:20]([CH3:29])[CH:19]=2)=[C:8]2[C:3]=1[CH:4]=[CH:5][CH:6]=[CH:7]2.[CH2:30]([NH:32][CH2:33][CH3:34])[CH3:31].C(=O)([O-])[O-].[K+].[K+].CN(C)C=O>O>[Br:1][C:2]1[C:11]2[S:12][C:13]([CH2:16][N:32]([CH2:33][CH3:34])[CH2:30][CH3:31])=[C:14]([CH3:15])[C:10]=2[C:9]([C:18]2[CH:19]=[C:20]([CH3:29])[C:21]([O:25][C:26](=[O:28])[CH3:27])=[C:22]([CH3:24])[CH:23]=2)=[C:8]2[C:3]=1[CH:4]=[CH:5][CH:6]=[CH:7]2 |f:2.3.4|. Reported procedure: Acetic acid 4-(9-bromo-2-bromomethyl-3-methyl-naphtho[2,3-b]thiophen-4-yl)-2,6-dimethyl-phenyl ester (1.21 g, 2.27 mmol) was treated with diethylamine (0.71 mL, 6.82 mmol), potassium carbonate (0.94 g, 6.82 mmol), and N,N-dimethylformamide (12.1 mL). After 1 h at room temperature the reaction mixture was poured in water (250 mL), filtered, and rinsed well with water. Air drying gave the title compound as a yellow solid (1.13 g, 94.5%): NMR (DMSO-d6): δ8.19 (d, 1H), 7.66-7.61 (m, 1H), 7.47 (d, 2 ... Isolated yield 78.2%. Procedure: The title compound was made in a similar way of that of Intermediate B53 from 4-bromo-6-fluoro-3-(1-hydroxyethyl)-1H-isochromen-1-one (intermediate A7, 0.95 g, 3.31 mmol) and phenylboronic acid (0.605 g, 4.96 mmol) to afford title compound (0.736 g) which was used without any additional purification. Yields the product FC=1C=C2C(=C(OC(C2=CC1)=O)C(C)O)C1=CC=CC=C1 (6-fluoro-3-(1-hydroxyethyl)-4-phenyl-1H-isochromen-1-one). The reactants are Intermediate B53, C1(=CC=CC=C1)B(O)O (phenylboronic acid), BrC1=C(OC(C2=CC=C(C=C12)F)=O)C(C)O (4-bromo-6-fluoro-3-(1-hydroxyethyl)-1H-isochromen-1-one), BrC1=C(OC(C2=CC=C(C=C12)F)=O)C(C)O (4-bromo-6-fluoro-3-(1-hydroxyethyl)-1H-isochromen-1-one). RXN SMILES: Br[C:2]1[C:11]2[C:6](=[CH:7][CH:8]=[C:9]([F:12])[CH:10]=2)[C:5](=[O:13])[O:4][C:3]=1[CH:14]([OH:16])[CH3:15].[C:17]1(B(O)O)[CH:22]=[CH:21][CH:20]=[CH:19][CH:18]=1>>[F:12][C:9]1[CH:10]=[C:11]2[C:6](=[CH:7][CH:8]=1)[C:5](=[O:13])[O:4][C:3]([CH:14]([OH:16])[CH3:15])=[C:2]2[C:17]1[CH:22]=[CH:21][CH:20]=[CH:19][CH:18]=1. Reactants: CCc1nc2c(cnn2CC)c(NC2CCOCC2)c1CNC(=O)CCC(=O)OC, CO, Cl, [Li+], [OH-], O. Yields the product CCc1nc2c(cnn2CC)c(NC2CCOCC2)c1CNC(=O)CCC(=O)O. As a reaction SMILES: [CH2:1]([CH3:2])[n:3]1[n:4][cH:5][c:6]2[c:7]1[n:8][c:9]([CH2:29][CH3:30])[c:10]([CH2:19][NH:20][C:21]([CH2:22][CH2:23][C:24](=[O:25])[O:26][CH3:27])=[O:28])[c:11]2[NH:12][CH:13]1[CH2:14][CH2:15][O:16][CH2:17][CH2:18]1.[CH3:35][OH:36].[ClH:34].[Li+:32].[OH-:31].[OH2:33]>>[CH2:1]([CH3:2])[n:3]1[n:4][cH:5][c:6]2[c:7]1[n:8][c:9]([CH2:29][CH3:30])[c:10]([CH2:19][NH:20][C:21]([CH2:22][CH2:23][C:24](=[O:25])[OH:26])=[O:28])[c:11]2[NH:12][CH:13]1[CH2:14][CH2:15][O:16][CH2:17][CH2:18]1. Starting materials: O=C(c1ccccn1)c1cnc2c(C(F)(F)F)cccc2c1Cl, OB(O)c1ccc(Cl)cc1. Product: O=C(c1ccccn1)c1cnc2c(C(F)(F)F)cccc2c1-c1ccc(Cl)cc1. Reaction SMILES: [Cl:1][c:2]1[c:3]([C:16](=[O:17])[c:18]2[n:19][cH:20][cH:21][cH:22][cH:23]2)[cH:4][n:5][c:6]2[c:7]([C:12]([F:13])([F:14])[F:15])[cH:8][cH:9][cH:10][c:11]12.[Cl:24][c:25]1[cH:26][cH:27][c:28]([B:31]([OH:32])[OH:33])[cH:29][cH:30]1>>[c:2]1(-[c:28]2[cH:27][cH:26][c:25]([Cl:24])[cH:30][cH:29]2)[c:3]([C:16](=[O:17])[c:18]2[n:19][cH:20][cH:21][cH:22][cH:23]2)[cH:4][n:5][c:6]2[c:7]([C:12]([F:13])([F:14])[F:15])[cH:8][cH:9][cH:10][c:11]12. Starting materials: Nc1scc(Br)c1-c1ncn[nH]1, O=C(O)CN1C(=O)CCc2ncccc21. Product: O=C(CN1C(=O)CCc2ncccc21)Nc1scc(Br)c1-c1ncn[nH]1. Reaction SMILES: [Br:16][c:17]1[c:18](-[c:23]2[n:24][cH:25][n:26][nH:27]2)[c:19]([NH2:22])[s:20][cH:21]1.[O:1]=[C:2]1[N:3]([CH2:12][C:13](=[O:14])[OH:15])[c:4]2[cH:5][cH:6][cH:7][n:8][c:9]2[CH2:10][CH2:11]1>>[O:1]=[C:2]1[N:3]([CH2:12][C:13](=[O:15])[NH:22][c:19]2[c:18](-[c:23]3[n:24][cH:25][n:26][nH:27]3)[c:17]([Br:16])[cH:21][s:20]2)[c:4]2[cH:5][cH:6][cH:7][n:8][c:9]2[CH2:10][CH2:11]1. Reactants: O1N=C(C=C1)C1CC(C1)O (3-Isoxazol-3-ylcyclobutanol), CC(=O)OI1(C=2C=CC=CC2C(=O)O1)(OC(=O)C)OC(=O)C (Dess-Martin periodinane), C(=O)(O)[O-].[Na+] (NaHCO3). Run in C(Cl)Cl (methylene chloride), [Cl-].[Na+].O (brine). Conditions: time 2 hour. The product is O1N=C(C=C1)C1CC(C1)=O (3-isoxazol-3-ylcyclobutanone). Isolated yield 82.9%. Reaction SMILES: [O:1]1[CH:5]=[CH:4][C:3]([CH:6]2[CH2:9][CH:8]([OH:10])[CH2:7]2)=[N:2]1.CC(OI1(OC(C)=O)(OC(C)=O)OC(=O)C2C=CC=CC1=2)=O.C([O-])(O)=O.[Na+]>C(Cl)Cl.[Cl-].[Na+].O>[O:1]1[CH:5]=[CH:4][C:3]([CH:6]2[CH2:9][C:8](=[O:10])[CH2:7]2)=[N:2]1 |f:2.3,5.6.7|. Reported procedure: 3-Isoxazol-3-ylcyclobutanol (0.316 g, 2.27 mmol), as a mixture of cis- and trans-isomers, was dissolved in methylene chloride (10 mL) and Dess-Martin periodinane (0.96 g, 2.3 mmol) was added. After stirring for 2 hours, satd. NaHCO3 solution and brine were added, and the mixture was extracted with three portions of ethyl acetate. The combined extracts were dried over sodium sulfate, decanted and concentrated. Flash column chromatography, eluting with a gradient of 20-50% ethyl acetate in hexanes... Starting materials: N#N (N2), BrCCCCC(C)=O (6-bromo-hexan-2-one), C(CO)O (ethylene glycol), CC=1C=CC(=CC1)S(=O)(=O)O (TsOH), C(=O)(O)[O-].[Na+] (NaHCO3). Run in C1(=CC=CC=C1)C (toluene), CCOCC (ether). Yields the product BrCCCCC1(OCCO1)C (2-(4-Bromo-butyl)-2-methyl-[1,3]dioxolane). Reaction SMILES: N#N.[Br:3][CH2:4][CH2:5][CH2:6][CH2:7][C:8](=[O:10])[CH3:9].[CH2:11](O)[CH2:12][OH:13].CC1C=CC(S(O)(=O)=O)=CC=1.C([O-])(O)=O.[Na+]>C1(C)C=CC=CC=1.CCOCC>[Br:3][CH2:4][CH2:5][CH2:6][CH2:7][C:8]1([CH3:9])[O:13][CH2:12][CH2:11][O:10]1 |f:4.5|. Procedure details: In a flame dried round-bottomed flask equipped with a magnetic stir bar and a Dean-Stark under inert atmosphere (N2), a solution of 6-bromo-hexan-2-one (3.34 g, 18.65 mmol) in toluene (71.3 mL) was treated with ethylene glycol (10.4 mL, 186.92 mmol) and TsOH (35 mg, 0.19 mmol). The reaction mixture was heated to reflux for 3 h, allowed to cool to rt and sat. aq. NaHCO3 (100 mL) and ether (100 mL) were added and the aq. phase was washed with water (2×100 mL), dried over MgSO4, filtered, and the s...